Dataset: the Open Reaction Database (ORD), a public repository of structured organic reaction records. Task: describe an organic reaction: reactants, conditions, products, and yield Reactants: COc1cccc(OC)c1C(=O)O, ClC(Cl)Cl, O=S(=O)(Cl)Cl. The product is COc1ccc(Cl)c(OC)c1C(=O)O. As a reaction SMILES: [CH3:6][O:7][c:8]1[c:9]([C:10](=[O:11])[OH:12])[c:13]([O:17][CH3:18])[cH:14][cH:15][cH:16]1.[CH:19]([Cl:20])([Cl:21])[Cl:22].[S:1]([Cl:2])(=[O:3])([Cl:4])=[O:5]>>[Cl:4][c:16]1[c:8]([O:7][CH3:6])[c:9]([C:10](=[O:11])[OH:12])[c:13]([O:17][CH3:18])[cH:14][cH:15]1. The yield is 53.5%. RXN SMILES: [Cl:1][C:2]1[CH:7]=[C:6]([Cl:8])[CH:5]=[CH:4][C:3]=1[C@H:9]1[C@H:14]([N+:15]([O-])=O)[CH2:13][C:12]([CH2:18][O:19][C:20]2[CH:27]=[CH:26][C:23]([C:24]#[N:25])=[CH:22][CH:21]=2)=[C:11]([C:28]2[CH:29]=[N:30][CH:31]=[CH:32][CH:33]=2)[CH2:10]1>CO.C(O)(=O)C.[Zn]>[NH2:15][C@@H:14]1[CH2:13][C:12]([CH2:18][O:19][C:20]2[CH:21]=[CH:22][C:23]([C:24]#[N:25])=[CH:26][CH:27]=2)=[C:11]([C:28]2[CH:29]=[N:30][CH:31]=[CH:32][CH:33]=2)[CH2:10][C@H:9]1[C:3]1[CH:4]=[CH:5][C:6]([Cl:8])=[CH:7][C:2]=1[Cl:1] |f:1.2|. The reagents and catalysts are [Zn] (Zn). Reported procedure: To a solution of Example 8B (40 mg, 0.083 mmol) in a mixture of methanol/acetic acid (0.5 mL/0.5 mL), Zn powder (54 mg, 0.83 mmol) was added at room temperature. The reaction mixture was stirred for thirty minutes, filtered, concentrated under reduced pressure and purified by high pressure liquid chromotography (eluting with 0-70% acetonitrile/water and 0.1% trifluoroacetic acid) to provide the title compound (20 mg, 53%). 1H NMR (400 MHz, DMSO-d6) δ ppm 7.34-7.54 (m, 2H), 6.25-6.98 (m, 9H), 5.8... Starting materials: ClC1=C(C=CC(=C1)Cl)[C@@H]1CC(=C(C[C@H]1[N+](=O)[O-])COC1=CC=C(C#N)C=C1)C=1C=NC=CC1 (4-{[trans-4-(2,4-dichlorophenyl)-5-nitro-2-pyridin-3-ylcyclohex-1-en-1-yl]methoxy}benzonitrile). The solvent is CO.C(C)(=O)O (methanol acetic acid). The product is N[C@H]1[C@@H](CC(=C(C1)COC1=CC=C(C#N)C=C1)C=1C=NC=CC1)C1=C(C=C(C=C1)Cl)Cl (4-{[trans-5-amino-4-(2,4-dichlorophenyl)-2-pyridin-3-ylcyclohex-1-en-1-yl]methoxy}benzonitrile). The reactants are COC(C1=CN=C(C=C1C(F)(F)F)C1=CC=C(C=C1)C(F)(F)F)=O (4-trifluoromethyl-6-(4-trifluoromethyl-phenyl)-nicotinic acid methyl ester), 26C, oxim, FC(C1=CC(=NC=C1C(=O)O)C1=CC=C(C=C1)C(F)(F)F)(F)F (4-trifluoromethyl-6-(4-trifluoromethyl-phenyl)-nicotinic acid), C(C)OC(C(C)(C)OC1=CC(=C(C=C1)CN)Cl)=O (2-(4-aminomethyl-3-chloro-phenoxy)-2-methyl-propionic acid ethyl ester), ClC1=C(C=O)C=CC(=C1)O (2-chloro-4-hydroxy-benzaldehyde), C(C)CC(C(=O)[O-])(C)Br (ethyl-bromoisobutyrate), 97B. Yields the product C(C)OC(C(C)(C)OC1=CC(=C(C=C1)CNC(=O)C=1C=NC(=CC1C(F)(F)F)C1=CC=C(C=C1)C(F)(F)F)Cl)=O (2-[3-chloro-4-({[4-trifluoromethyl-6-(4-trifluoromethyl-phenyl)-pyridine-3-carbonyl]-amino}-methyl)-phenoxy]-2-methyl-propionic acid ethyl ester). RXN SMILES: [CH2:1]([O:3][C:4](=[O:18])[C:5]([O:8][C:9]1[CH:14]=[CH:13][C:12]([CH2:15][NH2:16])=[C:11]([Cl:17])[CH:10]=1)([CH3:7])[CH3:6])[CH3:2].ClC1C=C(O)C=CC=1C=O.C(CC(Br)(C)C([O-])=O)C.[F:38][C:39]([F:60])([F:59])[C:40]1[C:45]([C:46](O)=[O:47])=[CH:44][N:43]=[C:42]([C:49]2[CH:54]=[CH:53][C:52]([C:55]([F:58])([F:57])[F:56])=[CH:51][CH:50]=2)[CH:41]=1.COC(=O)C1C(C(F)(F)F)=CC(C2C=CC(C(F)(F)F)=CC=2)=NC=1>>[CH2:1]([O:3][C:4](=[O:18])[C:5]([O:8][C:9]1[CH:14]=[CH:13][C:12]([CH2:15][NH:16][C:46]([C:45]2[CH:44]=[N:43][C:42]([C:49]3[CH:54]=[CH:53][C:52]([C:55]([F:58])([F:56])[F:57])=[CH:51][CH:50]=3)=[CH:41][C:40]=2[C:39]([F:38])([F:59])[F:60])=[O:47])=[C:11]([Cl:17])[CH:10]=1)([CH3:7])[CH3:6])[CH3:2]. Procedure details: In analogy to the procedures described in example 26B] and 26C], 2-(4-aminomethyl-3-chloro-phenoxy)-2-methyl-propionic acid ethyl ester (prepared from 2-chloro-4-hydroxy-benzaldehyde by reaction with ethyl-bromoisobutyrate as described in example 52A] followed by oxim formation and reduction as described in examples 97A] and 97B]) was reacted with 4-trifluoromethyl-6-(4-trifluoromethyl-phenyl)-nicotinic acid (prepared from 4-trifluoromethyl-6-(4-trifluoromethyl-phenyl)-nicotinic acid methyl este... The reactants are C(C)(C)(C)OC(=O)N1CCN(CC1)C=1C=C2C=CN(C2=CC1)CC(=O)OC(C)(C)C (4-(1-tert-butoxycarbonylmethyl-1H-indol-5-yl)-piperazine-1-carboxylic acid tert-butyl ester), C(=O)(C(F)(F)F)O (TFA). The solvent is C(Cl)Cl (methylene chloride). Product: N1(CCNCC1)C=1C=C2C=CN(C2=CC1)CC(=O)O ((5-piperazin-1-yl-indol-1-yl)-acetic acid). The yield is 205.0%. Reaction SMILES: C(OC([N:8]1[CH2:13][CH2:12][N:11]([C:14]2[CH:15]=[C:16]3[C:20](=[CH:21][CH:22]=2)[N:19]([CH2:23][C:24]([O:26]C(C)(C)C)=[O:25])[CH:18]=[CH:17]3)[CH2:10][CH2:9]1)=O)(C)(C)C.C(O)(C(F)(F)F)=O>C(Cl)Cl>[N:11]1([C:14]2[CH:15]=[C:16]3[C:20](=[CH:21][CH:22]=2)[N:19]([CH2:23][C:24]([OH:26])=[O:25])[CH:18]=[CH:17]3)[CH2:12][CH2:13][NH:8][CH2:9][CH2:10]1. Procedure details: 4-(1-tert-butoxycarbonylmethyl-1H-indol-5-yl)-piperazine-1-carboxylic acid tert-butyl ester (8.80 g) was treated with a mixture of 60 mL of TFA in 120 mL of methylene chloride overnight at room temperature. At this time, the solvent was removed in vacuo. This resulted in 11.26 g of a light yellow residue. This residue was used without further purification in the next step. The reactants are ClCCl, O=S(=O)(O)c1ccc(OCC#Cc2ccc(Cl)cc2)cc1, [Na]. The product is O=S(=O)(Cl)c1ccc(OCC#Cc2ccc(Cl)cc2)cc1. As a reaction SMILES: [Cl:23][CH2:24][Cl:25].[Cl:2][c:3]1[cH:4][cH:5][c:6]([C:9]#[C:10][CH2:11][O:12][c:13]2[cH:14][cH:15][c:16]([S:19](=[O:20])(=[O:21])[OH:22])[cH:17][cH:18]2)[cH:7][cH:8]1.[Na:1]>>[Cl:2][c:3]1[cH:4][cH:5][c:6]([C:9]#[C:10][CH2:11][O:12][c:13]2[cH:14][cH:15][c:16]([S:19](=[O:20])(=[O:22])[Cl:23])[cH:17][cH:18]2)[cH:7][cH:8]1. Starting materials: BrBr (bromine), ClC1=C(C=C(N=N1)N)C1=CC=CC=C1 (6-chloro-5-phenylpyridazin-3-amine), 1a, C(=O)(O)[O-].[Na+] (NaHCO3). The solvent is CO (methanol). Reaction conditions: time 1 hour. Product: BrC1=C(N=NC(=C1C1=CC=CC=C1)Cl)N (4-bromo-6-chloro-5-phenylpyridazin-3-amine). Yield: 91.8%. RXN SMILES: [Cl:1][C:2]1[N:7]=[N:6][C:5]([NH2:8])=[CH:4][C:3]=1[C:9]1[CH:14]=[CH:13][CH:12]=[CH:11][CH:10]=1.C([O-])(O)=O.[Na+].[Br:20]Br>CO>[Br:20][C:4]1[C:3]([C:9]2[CH:14]=[CH:13][CH:12]=[CH:11][CH:10]=2)=[C:2]([Cl:1])[N:7]=[N:6][C:5]=1[NH2:8] |f:1.2|. Procedure: To a suspension of 6-chloro-5-phenylpyridazin-3-amine (1.01 g, 4.9 mmol) from 1a in methanol (25 mL) under nitrogen was added NaHCO3 (1.09 g, 13.0 mmol). At 0° C., bromine (0.55 M in methanol, 10 mL, 5.5 mmol) was added over 5 min. After 1 h, the cold bath was removed, and the reaction mixture was stirred at room temperature for 6 h. After concentrating in vacuo, the residue was taken up in CH2Cl2 and saturated aqueous Na2S2O5, and the layers were separated. The organic layer was washed with sat... Starting materials: CCOC(C)=O, Cc1ccc([N+](=O)[O-])cc1N1C(=O)c2ccc(C(=O)O)cc2C1=O, O=[Pt]. Yields the product Cc1ccc(N)cc1N1C(=O)c2ccc(C(=O)O)cc2C1=O. Reaction SMILES: [CH3:25][CH2:26][O:27][C:28](=[O:29])[CH3:30].[N+:1]([O-:2])(=[O:3])[c:4]1[cH:5][c:6]([N:11]2[C:12](=[O:24])[c:13]3[c:14]([cH:17][c:18]([C:21](=[O:22])[OH:23])[cH:19][cH:20]3)[C:15]2=[O:16])[c:7]([CH3:10])[cH:8][cH:9]1.[Pt:31]=[O:32]>>[NH2:1][c:4]1[cH:5][c:6]([N:11]2[C:12](=[O:24])[c:13]3[c:14]([cH:17][c:18]([C:21](=[O:22])[OH:23])[cH:19][cH:20]3)[C:15]2=[O:16])[c:7]([CH3:10])[cH:8][cH:9]1. Yields the product C1(=CC=CC=C1)NC1=CC=C(C(=O)OC)C=C1 (methyl 4-(phenylamino)benzoate). As a reaction SMILES: [C:1]1([NH:7][C:8]2[CH:16]=[CH:15][C:11]([C:12]([OH:14])=[O:13])=[CH:10][CH:9]=2)[CH:6]=[CH:5][CH:4]=[CH:3][CH:2]=1.Cl.[CH3:18]O>>[C:1]1([NH:7][C:8]2[CH:16]=[CH:15][C:11]([C:12]([O:14][CH3:18])=[O:13])=[CH:10][CH:9]=2)[CH:2]=[CH:3][CH:4]=[CH:5][CH:6]=1 |f:1.2|. Reactants: C1(=CC=CC=C1)NC1=CC=C(C(=O)O)C=C1 (4-(phenylamino)benzoic acid), Cl.CO (hydrogen chloride methanol). Reported procedure: 30 ml of 10% hydrogen chloride-methanol was added to 1.59 g (7.46 mmol) of 4-(phenylamino)benzoic acid and the mixture was refluxed overnight under heating. After the reaction mixture was concentrated under reduced pressure, the residue was dissolved in ethyl acetate, washed with a sodium hydrogencarbonate aqueous solution and brine, and dried (MgSO4). The solvent was distilled off and the residue was purified by silica gel column chromatography (n-hexane:ethyl acetate=5:1 (v/v)) to obtain 1.66 ...